From a dataset of the Open Reaction Database (ORD), a public repository of structured organic reaction records. describe an organic reaction: reactants, conditions, products, and yield Yields the product CC(C)(C)c1ocnc1C=C1NC(=O)C(Cc2ccccc2)NC1=O. As a reaction SMILES: [C:1]([CH3:2])([CH3:3])([CH3:4])[c:5]1[c:6]([CH:10]=[C:11]([C:12](=[O:13])[NH:14][CH:15]([CH2:16][c:17]2[cH:18][cH:19][cH:20][cH:21][cH:22]2)[C:23]([NH2:24])=[O:25])[OH:26])[n:7][cH:8][o:9]1.[c:27]1([CH3:28])[cH:29][cH:30][c:31]([S:32]([OH:33])(=[O:34])=[O:35])[cH:36][cH:37]1>>[C:1]([CH3:2])([CH3:3])([CH3:4])[c:5]1[c:6]([CH:10]=[C:11]2[C:12](=[O:13])[NH:14][CH:15]([CH2:16][c:17]3[cH:18][cH:19][cH:20][cH:21][cH:22]3)[C:23](=[O:25])[NH:24]2)[n:7][cH:8][o:9]1. Reactants: CC(C)(C)c1ocnc1C=C(O)C(=O)NC(Cc1ccccc1)C(N)=O, Cc1ccc(S(=O)(=O)O)cc1. Reactants: COc1cn(-c2cccc(Br)c2F)nc(-c2ccnn2-c2ccccc2)c1=O, C1COCCO1, Cl, FC1(F)CCNC1, O=C(C=Cc1ccccc1)C=Cc1ccccc1, O=C(C=Cc1ccccc1)C=Cc1ccccc1, O=C(C=Cc1ccccc1)C=Cc1ccccc1, [Pd], [Pd]. Product: COc1cn(-c2cccc(N3CCC(F)(F)C3)c2F)nc(-c2ccnn2-c2ccccc2)c1=O. RXN SMILES: [Br:1][c:2]1[c:3]([F:28])[c:4](-[n:8]2[n:9][c:10](-[c:17]3[cH:18][cH:19][n:20][n:21]3-[c:22]3[cH:23][cH:24][cH:25][cH:26][cH:27]3)[c:11](=[O:16])[c:12]([O:14][CH3:15])[cH:13]2)[cH:5][cH:6][cH:7]1.[CH2:37]1[O:38][CH2:39][CH2:40][O:41][CH2:42]1.[ClH:29].[F:30][C:31]1([F:36])[CH2:32][NH:33][CH2:34][CH2:35]1.[O:45]=[C:46]([CH:47]=[CH:48][c:49]1[cH:50][cH:51][cH:52][cH:53][cH:54]1)[CH:55]=[CH:56][c:57]1[cH:58][cH:59][cH:60][cH:61][cH:62]1.[O:63]=[C:64]([CH:65]=[CH:66][c:67]1[cH:68][cH:69][cH:70][cH:71][cH:72]1)[CH:73]=[CH:74][c:75]1[cH:76][cH:77][cH:78][cH:79][cH:80]1.[O:81]=[C:82]([CH:83]=[CH:84][c:85]1[cH:86][cH:87][cH:88][cH:89][cH:90]1)[CH:91]=[CH:92][c:93]1[cH:94][cH:95][cH:96][cH:97][cH:98]1.[Pd:43].[Pd:44]>>[c:2]1([N:33]2[CH2:32][C:31]([F:30])([F:36])[CH2:35][CH2:34]2)[c:3]([F:28])[c:4](-[n:8]2[n:9][c:10](-[c:17]3[cH:18][cH:19][n:20][n:21]3-[c:22]3[cH:23][cH:24][cH:25][cH:26][cH:27]3)[c:11](=[O:16])[c:12]([O:14][CH3:15])[cH:13]2)[cH:5][cH:6][cH:7]1.